Dataset: the Open Reaction Database (ORD), a public repository of structured organic reaction records. Task: describe an organic reaction: reactants, conditions, products, and yield The yield is 92.0%. Reaction conditions: temperature 0 celsius, time 15 minute. Yields the product C(C)(=O)OC=1C(=C(C(=O)O)C=CC1)C (3-acetoxy-2-methylbenzoic acid). Reactants: C(C1=CC=CC=C1)OC=1C(=C(C(=O)O)C=CC1)C (3-benzyloxy-2-methylbenzoic acid), [OH-].[Na+] (sodium hydroxide), steel, [H][H] (hydrogen), Cl (hydrochloric acid), [H][H] (hydrogen), C(C)(=O)OC(C)=O (acetic anhydride). Reagents/catalysts: [Pd] (Pd/C). The solvent is O (water). Reported procedure: A solution of 3-benzyloxy-2-methylbenzoic acid (50 g, 0.21 mol) and sodium hydroxide (20 g, 0.5 mol) in 700 g of water and 2 g of 5% Pd/C catalyst (50% water-moist) is added to a 21 steel autoclave with an aerating stirrer. 10 bar of hydrogen are injected at a temperature of 25° C. and a stirring speed of 800 rpm. Consumed hydrogen is replaced by repeated injection. After 15 min, the absorption of hydrogen falls off. The catalyst is filtered off at room temperature through a pressure filter. 735... Reaction SMILES: [CH2:1]([O:8][C:9]1[C:10]([CH3:18])=[C:11]([CH:15]=[CH:16][CH:17]=1)[C:12]([OH:14])=[O:13])[C:2]1C=CC=CC=1.[OH-].[Na+].[H][H].C(OC(=O)C)(=[O:25])C.Cl>O.[Pd]>[C:1]([O:8][C:9]1[C:10]([CH3:18])=[C:11]([CH:15]=[CH:16][CH:17]=1)[C:12]([OH:14])=[O:13])(=[O:25])[CH3:2] |f:1.2|. The reactants are CC(C)CCCBr, [H-], Cc1c(F)c(N)c2c(=O)cc(-c3ccc(NC(=O)C(C)(C)C)c(F)c3)oc2c1F, [Na+]. Product: Cc1c(F)c(NCCCC(C)C)c2c(=O)cc(-c3ccc(NC(=O)C(C)(C)C)c(F)c3)oc2c1F. RXN SMILES: [Br:32][CH2:33][CH2:34][CH2:35][CH:36]([CH3:37])[CH3:38].[H-:30].[NH2:1][c:2]1[c:3]([F:29])[c:4]([CH3:28])[c:5]([F:27])[c:6]2[c:7]1[c:8](=[O:26])[cH:9][c:10](-[c:12]1[cH:13][c:14]([F:25])[c:15]([NH:18][C:19]([C:20]([CH3:21])([CH3:22])[CH3:23])=[O:24])[cH:16][cH:17]1)[o:11]2.[Na+:31]>>[NH:1]([c:2]1[c:3]([F:29])[c:4]([CH3:28])[c:5]([F:27])[c:6]2[c:7]1[c:8](=[O:26])[cH:9][c:10](-[c:12]1[cH:13][c:14]([F:25])[c:15]([NH:18][C:19]([C:20]([CH3:21])([CH3:22])[CH3:23])=[O:24])[cH:16][cH:17]1)[o:11]2)[CH2:33][CH2:34][CH2:35][CH:36]([CH3:37])[CH3:38]. The reactants are NN1C(C2=CC=CC=C2C(=N1)C1=CC=C(C=C1)C)=O (2-amino-4-(4-methylphenyl)-phthalazin-1(2H)-one), C12(CC3CC(CC(C1)C3)C2)CC(=O)O (2-(adamantan-1-yl)acetic acid). Yields the product C12(CC3CC(CC(C1)C3)C2)CC(=O)NN2C(C3=CC=CC=C3C(=N2)C2=CC=C(C=C2)C)=O (2-(adamantan-1-yl)-N-[4-(4-methylphenyl)-1-oxophthalazin-2(1H)-yl]acetamide). As a reaction SMILES: [NH2:1][N:2]1[N:11]=[C:10]([C:12]2[CH:17]=[CH:16][C:15]([CH3:18])=[CH:14][CH:13]=2)[C:9]2[C:4](=[CH:5][CH:6]=[CH:7][CH:8]=2)[C:3]1=[O:19].[C:20]12([CH2:30][C:31](O)=[O:32])[CH2:29][CH:24]3[CH2:25][CH:26]([CH2:28][CH:22]([CH2:23]3)[CH2:21]1)[CH2:27]2>>[C:20]12([CH2:30][C:31]([NH:1][N:2]3[N:11]=[C:10]([C:12]4[CH:13]=[CH:14][C:15]([CH3:18])=[CH:16][CH:17]=4)[C:9]4[C:4](=[CH:5][CH:6]=[CH:7][CH:8]=4)[C:3]3=[O:19])=[O:32])[CH2:27][CH:26]3[CH2:25][CH:24]([CH2:23][CH:22]([CH2:28]3)[CH2:21]1)[CH2:29]2. Procedure details: The product of Example 135A and 2-(adamantan-1-yl)acetic acid were treated using a method similar to that described in Example 17C to give the title compound. 1H NMR (400 MHz, DMSO-d6) δ ppm 11.24 (s, 1H), 8.39-8.42 (m, 1H), 7.88-8.02 (m, 2H), 7.73-7.76 (m, 1H), 7.47-7.50 (m, 2H), 7.37-7.40 (m, 2H), 2.42 (s, 3H), 2.05 (s, 2H), 1.94-1.99 (m, 3H), 1.65-1.73 (m, 9H), 1.57-1.64 (m, 3H); MS (APCI+) M/Z 428 (M+H)+. The reactants are C(C)(C)OC1=C(C=NC2=CC=C(N=C12)C=C1C(N=C(S1)NC1C(C1)C1=CC=CC=C1)=O)C#N (4-isopropoxy-6-[4-oxo-2-(2-phenyl-cyclopropylamino)-4H-thiazol-5-ylidenemethyl]-[1,5]naphthyridine-3-carbonitrile), C(=O)(C)O[Na] (AcONa), C(C)(C)OC=1C=CN=C2C=CC(=NC12)C=O (8-isopropoxy-[1,5]naphthyridine-2-carbaldehyde). The solvent is CC(=O)O (AcOH). Run at temperature 100 celsius. Product: C(C)(C)OC=1C=CN=C2C=CC(=NC12)C=C1C(N=C(S1)NC1C(C1)C1=CC=CC=C1)=O (5-(8-isopropoxy-[1,5]naphthyridin-2-ylmethylene)-2-(2-phenyl-cyclopropylamino)-thiazol-4-one). Isolated yield 73.7%. As a reaction SMILES: [CH:1]([O:4][C:5]1[C:14]2[C:9](=[CH:10][CH:11]=[C:12]([CH:15]=[C:16]3[S:20][C:19]([NH:21][CH:22]4[CH2:24][CH:23]4[C:25]4[CH:30]=[CH:29][CH:28]=[CH:27][CH:26]=4)=[N:18][C:17]3=[O:31])[N:13]=2)[N:8]=[CH:7][C:6]=1C#N)([CH3:3])[CH3:2].C(O[Na])(C)=O.C(OC1C=CN=C2C=1N=C(C=O)C=C2)(C)C>CC(O)=O>[CH:1]([O:4][C:5]1[CH:6]=[CH:7][N:8]=[C:9]2[C:14]=1[N:13]=[C:12]([CH:15]=[C:16]1[S:20][C:19]([NH:21][CH:22]3[CH2:24][CH:23]3[C:25]3[CH:26]=[CH:27][CH:28]=[CH:29][CH:30]=3)=[N:18][C:17]1=[O:31])[CH:11]=[CH:10]2)([CH3:3])[CH3:2]. Procedure details: To a mixture of 2-(trans)-phenylcyclopylamino-thiazol-4-one (76.0 mg, 0.32 mmol) (see Example 3) AcONa (160 mg, 1.95 mmol), and 8-isopropoxy-[1,5]naphthyridine-2-carbaldehyde (77.8 mg, 0.36 mmol) (prepared as described below) in a sealed tube was added AcOH (0.4 mL). The reaction mixture was heated to 100° C. (oil bath) for 4 hrs. The reaction mixture was then cooled to r.t. and triturated with water. The solid was collected by filtration and washed with water, acetone and ether to give 5-(8-iso...